Dataset: the Open Reaction Database (ORD), a public repository of structured organic reaction records. Task: describe an organic reaction: reactants, conditions, products, and yield Starting materials: C1(=CC=CC=C1)C (toluene), FC(C(=O)O)(F)F (trifluoroacetic acid), C(C)(C)(C)C1=C(C(=CC(=C1)C(C)(C)C)C(C1=CC(=C(C=C1)C)C)N(C)C)O (2,4-di-tert-butyl-6-[dimethylamino-(3,4-dimethyl-phenyl)-methyl]-phenol), C(C)(C)(C)C1=C(C(=CC(=C1)C(C)(C)C)C(C1=CC(=C(C=C1)C)C)N(C)C)O (2,4-di-tert-butyl-6-[dimethylamino-(3,4-dimethyl-phenyl)-methyl]-phenol). Run in O (water). Reaction conditions: temperature 110 celsius. Yields the product C(C)(C)(C)C=1C(C(C=C(C1)C(C)(C)C)=CC1=CC(=C(C=C1)C)C)=O (2,4-di-tert-butyl-6-(3,4-dimethylbenzylidene)-cyclohexa-2,4-dienone). Yield: 81.7%. Reaction SMILES: C1(C)C=CC=CC=1.FC(F)(F)C(O)=O.[C:15]([C:19]1[CH:24]=[C:23]([C:25]([CH3:28])([CH3:27])[CH3:26])[CH:22]=[C:21]([CH:29](N(C)C)[C:30]2[CH:35]=[CH:34][C:33]([CH3:36])=[C:32]([CH3:37])[CH:31]=2)[C:20]=1[OH:41])([CH3:18])([CH3:17])[CH3:16]>O>[C:15]([C:19]1[C:20](=[O:41])[C:21](=[CH:29][C:30]2[CH:35]=[CH:34][C:33]([CH3:36])=[C:32]([CH3:37])[CH:31]=2)[CH:22]=[C:23]([C:25]([CH3:28])([CH3:27])[CH3:26])[CH:24]=1)([CH3:16])([CH3:17])[CH3:18]. Procedure details: 60 ml of dry toluene and 2.9 g (25.5 mmol) of trifluoroacetic acid are added, under argon, to 6.24 g (17 mmol) of 2,4-di-tert-butyl-6-[dimethylamino-(3,4-dimethyl-phenyl)-methyl]-phenol(compound (201). Table 2), prepared according to Example 1a. The reaction mixture is then maintained at 110° C. for 6 hours. After colling to room temperature, the mixture is poured into 50 ml of water and extracted three times using ethyl acetate. The organic phases are combined, dried over sodium sulfate and con... Reactants: CC=1NC=CN1 (2-Methylimidazole), C(C1=CC=CC=C1)OC[C@@H](C(=O)NC1=CC=C(C=C1)OC1=CC=C(C=C1)F)NC(CCl)=O ((S)-3-(benzyloxy)-2-(2-chloroacetamido)-N-(4-(4-fluorophenoxy)phenyl)propanamide), CN(C)C=O (DMF). The yield is 51.1%. Reported procedure: 2-Methylimidazole (64 mg, 0.786 mmol) was added to a flask charged with (S)-3-(benzyloxy)-2-(2-chloroacetamido)-N-(4-(4-fluorophenoxy)phenyl)propanamide (150 mg, 0.393 mmol), prepared as in Example 15, and DMF (3 mL). The mixture was stirred at 40° C. for 30 minutes then diluted with ethyl acetate (20 mL). The dilution was washed with brine (20 mL), dried over sodium sulfate, filtered and concentrated. Product was purified from the residue by reverse phase HPLC to provide Compound 160, (S)-3-(be... As a reaction SMILES: [CH3:1][C:2]1[NH:3][CH:4]=[CH:5][N:6]=1.[CH2:7]([O:14][CH2:15][C@H:16]([NH:34][C:35](=[O:38])[CH2:36]Cl)[C:17]([NH:19][C:20]1[CH:25]=[CH:24][C:23]([O:26][C:27]2[CH:32]=[CH:31][C:30]([F:33])=[CH:29][CH:28]=2)=[CH:22][CH:21]=1)=[O:18])[C:8]1[CH:13]=[CH:12][CH:11]=[CH:10][CH:9]=1.CN(C=O)C>C(OCC)(=O)C>[CH2:7]([O:14][CH2:15][C@H:16]([NH:34][C:35](=[O:38])[CH2:36][N:3]1[CH:4]=[CH:5][N:6]=[C:2]1[CH3:1])[C:17]([NH:19][C:20]1[CH:25]=[CH:24][C:23]([O:26][C:27]2[CH:32]=[CH:31][C:30]([F:33])=[CH:29][CH:28]=2)=[CH:22][CH:21]=1)=[O:18])[C:8]1[CH:13]=[CH:12][CH:11]=[CH:10][CH:9]=1. Run at temperature 40 celsius, time 30 minute. The product is Compound 160, C(C1=CC=CC=C1)OC[C@@H](C(=O)NC1=CC=C(C=C1)OC1=CC=C(C=C1)F)NC(CN1C(=NC=C1)C)=O ((S)-3-(benzyloxy)-N-(4-(4-fluorophenoxy)phenyl)-2-(2-(2-methyl-1H-imidazol-1-yl)acetamido)propanamide). Solvent: C(C)(=O)OCC (ethyl acetate).